This data is from the Open Reaction Database (ORD), a public repository of structured organic reaction records. The task is: describe an organic reaction: reactants, conditions, products, and yield Starting materials: BrC=1C=C2C=CNC2=CC1 (5-bromoindole), C(=C)C1=NC=CC=C1 (2-vinylpyridine), [OH-].[Na+] (sodium hydroxide). Solvent: C(C)(=O)OCC (ethyl acetate), C(C)(=O)O (acetic acid). The product is BrC=1C=C2C(=CNC2=CC1)CCC1=NC=CC=C1 (5-bromo-3-(2-pyridin-2-ylethyl)-1H-indole). Reaction SMILES: [Br:1][C:2]1[CH:3]=[C:4]2[C:8](=[CH:9][CH:10]=1)[NH:7][CH:6]=[CH:5]2.[CH:11]([C:13]1[CH:18]=[CH:17][CH:16]=[CH:15][N:14]=1)=[CH2:12].[OH-].[Na+]>C(O)(=O)C.C(OCC)(=O)C>[Br:1][C:2]1[CH:3]=[C:4]2[C:8](=[CH:9][CH:10]=1)[NH:7][CH:6]=[C:5]2[CH2:12][CH2:11][C:13]1[CH:18]=[CH:17][CH:16]=[CH:15][N:14]=1 |f:2.3|. Procedure details: To 5-bromoindole (5.9 g) in acetic acid (10 ml) solution, 2-vinylpyridine (3.6 ml) was added and the mixture was heated and refluxed for 15 hours. The reaction solution was cooled, then was diluted with ethyl acetate, the aqueous layer was made alkaline with 4N-aqueous sodium hydroxide solution and the mixture was extracted with ethyl acetate. The organic layer was dried with anhydrous sodium sulfate, the solvent was distilled off in vacuo, and the residue obtained was purified by silica gel col... Starting materials: O=C(c1ccc(Br)cc1)C(F)(F)F, C[Zn]C, CCCCCCC, CCCCCCC, [Cl-], [Cl-], [Cl-], [Cl-], ClCCl, ClCCl, C[Ti](C)(Cl)Cl, O, [Ti+4]. The product is CC(O)(c1ccc(Br)cc1)C(F)(F)F. RXN SMILES: [Br:14][c:15]1[cH:16][cH:17][c:18]([C:21]([C:22]([F:23])([F:24])[F:25])=[O:26])[cH:19][cH:20]1.[CH3:11][Zn:12][CH3:13].[CH3:30][CH2:31][CH2:32][CH2:33][CH2:34][CH2:35][CH3:36].[CH3:4][CH2:5][CH2:6][CH2:7][CH2:8][CH2:9][CH3:10].[Cl-:43].[Cl-:44].[Cl-:45].[Cl-:46].[Cl:1][CH2:2][Cl:3].[Cl:27][CH2:28][Cl:29].[Cl:38][Ti:39]([Cl:40])([CH3:41])[CH3:42].[OH2:37].[Ti+4:47]>>[CH3:4][C:21]([c:18]1[cH:17][cH:16][c:15]([Br:14])[cH:20][cH:19]1)([C:22]([F:23])([F:24])[F:25])[OH:26]. The reactants are COC(C1=C(C=C(C=C1)NC(C(C)(C)C)=O)CSC(C)(C)C)=O (2-tert-butylsulfanylmethyl-4-(2,2-dimethyl-propionylamino)-benzoic acid methyl ester), C(C)[BH-](CC)CC.[Li+] (lithium triethylborohydride), C(C)[BH-](CC)CC.[Li+] (lithium triethylborohydride), C(C)[BH-](CC)CC.[Li+] (lithium triethylborohydride). Solvent: C1CCOC1 (THF). Reaction conditions: time 45 minute. Product: C(C)(C)(C)SCC=1C=C(C=CC1CO)NC(C(C)(C)C)=O (N-(3-tert-Butylsulfanylmethyl-4-hydroxymethyl-phenyl)-2,2-dimethyl-propionamide). RXN SMILES: C[O:2][C:3](=O)[C:4]1[CH:9]=[CH:8][C:7]([NH:10][C:11](=[O:16])[C:12]([CH3:15])([CH3:14])[CH3:13])=[CH:6][C:5]=1[CH2:17][S:18][C:19]([CH3:22])([CH3:21])[CH3:20].C([BH-](CC)CC)C.[Li+]>C1COCC1>[C:19]([S:18][CH2:17][C:5]1[CH:6]=[C:7]([NH:10][C:11](=[O:16])[C:12]([CH3:15])([CH3:14])[CH3:13])[CH:8]=[CH:9][C:4]=1[CH2:3][OH:2])([CH3:22])([CH3:21])[CH3:20] |f:1.2|. Procedure details: To 2-tert-butylsulfanylmethyl-4-(2,2-dimethyl-propionylamino)-benzoic acid methyl ester (3.83 g, 10.9 mmol) in THF (100 mL) at −10° C. was added lithium triethylborohydride (1M in THF; 24 mL, 24.0 mmol) slowly via syringe. The reaction was allowed to warm to room temperature and stirred for 45 minutes. Analytical LCMS indicated that starting material still remained, so the mixture was cooled to 0° C., and additional lithium triethylborohydride (1M in THF; 12 mL, 12.0 mmol) was added. The reactio... Starting materials: C(C1=CC=CC=C1)SC1=NC=NC2=C1N=C(N=C2N2CCS(CC2)(=O)=O)Cl (8 -benzylthio-2-chloro-4-(1,1-dioxido-thiomorpholino)-pyrimido-[5,4-d]-pyrimidine), N1CCNCC1 (piperazine). Product: C(C1=CC=CC=C1)SC1=NC=NC2=C1N=C(N=C2N2CCS(CC2)(=O)=O)N2CCNCC2 (8-Benzylthio-4-(1,1-dioxido-thiomorpholino)-2-piperazino-pyrimido-[5,4-d]-pyrimidine). As a reaction SMILES: [CH2:1]([S:8][C:9]1[C:14]2[N:15]=[C:16](Cl)[N:17]=[C:18]([N:19]3[CH2:24][CH2:23][S:22](=[O:26])(=[O:25])[CH2:21][CH2:20]3)[C:13]=2[N:12]=[CH:11][N:10]=1)[C:2]1[CH:7]=[CH:6][CH:5]=[CH:4][CH:3]=1.[NH:28]1[CH2:33][CH2:32][NH:31][CH2:30][CH2:29]1>>[CH2:1]([S:8][C:9]1[C:14]2[N:15]=[C:16]([N:28]3[CH2:33][CH2:32][NH:31][CH2:30][CH2:29]3)[N:17]=[C:18]([N:19]3[CH2:24][CH2:23][S:22](=[O:26])(=[O:25])[CH2:21][CH2:20]3)[C:13]=2[N:12]=[CH:11][N:10]=1)[C:2]1[CH:7]=[CH:6][CH:5]=[CH:4][CH:3]=1. Procedure: This compound was prepared analogous to Example 1 from 8 -benzylthio-2-chloro-4-(1,1-dioxido-thiomorpholino)-pyrimido-[5,4-d]-pyrimidine (m.p.: 238°-239° C.) and piperazine. The reactants are FC(C=1C=C(C=O)C=C(C1OC)C(F)(F)F)(F)F (3,5-Bis(trifluoromethyl)anisaldehyde), ( g ), O (H2O), B(Br)(Br)Br (boron tribromide). Run in ClCCl (dichloromethane). Reaction conditions: temperature -78 celsius, time 20 hour. Yields the product OC1=C(C=O)C=C(C=C1C(F)(F)F)C(F)(F)F (2-hydroxy-3,5-bis-trifluoromethylbenzaldehyde). Yield: 70.0%. RXN SMILES: [F:1][C:2]([F:18])([F:17])[C:3]1[CH:4]=[C:5]([CH:8]=[C:9]([C:13]([F:16])([F:15])[F:14])[C:10]=1OC)[CH:6]=[O:7].B(Br)(Br)Br.[OH2:23]>ClCCl>[OH:23][C:4]1[C:3]([C:2]([F:18])([F:17])[F:1])=[CH:10][C:9]([C:13]([F:16])([F:15])[F:14])=[CH:8][C:5]=1[CH:6]=[O:7]. Procedure details: 3,5-Bis(trifluoromethyl)anisaldehyde (prepared as in Sui and Macielag, Synth. Commun. 1997, 27, 3581-3590, which is expressly incorporated by reference herein; 2.0 grams (g), 7.7 millimoles (mmol)) was dissolved in dry dichloromethane (CH2Cl2; 15 milliliters (mL)), cooled to −78° C. and treated in portions with boron tribromide (BBr3, 1 M solution in CH2Cl2; 8.0 mL, 8.0 mmol). The mixture was stirred and allowed to warm to 25° C. After 20 hours (h), the mixture was cooled to −40° C., carefully t... The reactants are C(C1=CC=CC=C1)OCC(CON1C2=NC(=NC(=C2N=C1)Cl)NC=O)COCC1=CC=CC=C1 (9-(3-benzyloxy-2-benzyloxymethylprop-1-oxy)-2-formamido-6-chloropurine), C(=O)O (formic acid), N (ammonia). Reagents/catalysts: [Pd] (palladium on charcoal). Solvent: O (water). Run at temperature 100 celsius, time 1 hour. Product: OCC(CON1C=2N=C(NC(C2N=C1)=O)N)CO (9-(3-hydroxy-2-hydroxymethylprop-1-oxy)guanine). The yield is 32.0%. RXN SMILES: C([O:8][CH2:9][CH:10]([CH2:26][O:27]CC1C=CC=CC=1)[CH2:11][O:12][N:13]1[CH:21]=[N:20][C:19]2[C:14]1=[N:15][C:16]([NH:23]C=O)=[N:17][C:18]=2Cl)C1C=CC=CC=1.C(O)=[O:36].N>[Pd].O>[OH:8][CH2:9][CH:10]([CH2:26][OH:27])[CH2:11][O:12][N:13]1[CH:21]=[N:20][C:19]2[C:18](=[O:36])[NH:17][C:16]([NH2:23])=[N:15][C:14]1=2. Procedure: A mixture of 9-(3-benzyloxy-2-benzyloxymethylprop-1-oxy)-2-formamido-6-chloropurine (2.5 g, 5.2 mmol) and 80% formic acid (100 ml) was stirred at 100° C. for 1 hour, cooled and 10% palladium on charcoal (2.0 g) added. The mixture was then stirred under an atmosphere of hydrogen for 45 minutes. The catalyst was removed and the solution evaporated under reduced pressure. The residue obtained was heated in water (100 ml) until boiling commenced. Concentrated aqueous ammonia (4 ml) was added and the... The reactants are N1=CC=CC=C1 (pyridine), ClC(=O)OC1=CC=CC=C1 (phenyl chloroformate), C1=NC=C(C2=CC=CC=C12)N (Isoquinolin-4-amine). The solvent is O (water), C(C)#N (acetonitrile). Reaction conditions: time 1 hour. Yields the product C1=NC=C(C2=CC=CC=C12)NC(OC1=CC=CC=C1)=O (phenyl isoquinolin-4-ylcarbamate). Isolated yield 58.7%. As a reaction SMILES: [CH:1]1[C:10]2[C:5](=[CH:6][CH:7]=[CH:8][CH:9]=2)[C:4]([NH2:11])=[CH:3][N:2]=1.N1C=CC=CC=1.Cl[C:19]([O:21][C:22]1[CH:27]=[CH:26][CH:25]=[CH:24][CH:23]=1)=[O:20]>C(#N)C.O>[CH:1]1[C:10]2[C:5](=[CH:6][CH:7]=[CH:8][CH:9]=2)[C:4]([NH:11][C:19](=[O:20])[O:21][C:22]2[CH:27]=[CH:26][CH:25]=[CH:24][CH:23]=2)=[CH:3][N:2]=1. Procedure details: Isoquinolin-4-amine (296 mg, 2.05 mmol) was dissolved in acetonitrile. To the reaction mixture was added pyridine (0.20 mL, 2.46 mmol) and phenyl chloroformate (0.27 mL, 2.15 mmol), respectively and stirred at room temperature for 1 h. The reaction mixture was diluted with water and extracted with ethyl acetate. The organic layer was concentrated under reduced pressure. The crude was purified by column chromatography to give phenyl isoquinolin-4-ylcarbamate (318 mg, 59%). The reactants are ClC=1C2=C(N=CN1)NC(=C2)C2=CC=C(C=C2)[N+](=O)[O-] (4-chloro-6-(4-nitro-phenyl)-7H-pyrrolo[2,3-d]pyrimidine), N1CCCC2=CC=CC=C12 (1,2,3,4-tetrahydroquinoline). Solvent: C1(=CC=CC=C1)C.CC(=O)C (toluene acetone). Yields the product N1(CCCC2=CC=CC=C12)C=1C2=C(N=CN1)NC(=C2)C2=CC=C(C=C2)[N+](=O)[O-] (4-(1,2,3,4-Tetrahydroquinolin-1-yl)-6-(4-nitro-phenyl)-7H-pyrrolo[2,3-d]-pyrimidine). Reaction SMILES: Cl[C:2]1[C:3]2[CH:10]=[C:9]([C:11]3[CH:16]=[CH:15][C:14]([N+:17]([O-:19])=[O:18])=[CH:13][CH:12]=3)[NH:8][C:4]=2[N:5]=[CH:6][N:7]=1.[NH:20]1[C:29]2[C:24](=[CH:25][CH:26]=[CH:27][CH:28]=2)[CH2:23][CH2:22][CH2:21]1>C1(C)C=CC=CC=1.CC(C)=O>[N:20]1([C:2]2[C:3]3[CH:10]=[C:9]([C:11]4[CH:16]=[CH:15][C:14]([N+:17]([O-:19])=[O:18])=[CH:13][CH:12]=4)[NH:8][C:4]=3[N:5]=[CH:6][N:7]=2)[C:29]2[C:24](=[CH:25][CH:26]=[CH:27][CH:28]=2)[CH2:23][CH2:22][CH2:21]1 |f:2.3|. Procedure: This product is prepared in a manner analogous to that described in Example 6 from 4-chloro-6-(4-nitro-phenyl)-7H-pyrrolo[2,3-d]pyrimidine and 1,2,3,4-tetrahydroquinoline (2.1 equivalents). FAB-MS: (M+H)+ =372 (corresponds to C21H17N5O2); Rf value (toluene-acetone--4:6)=0.36. Starting materials: ClCCCl, O=C(O)c1cccc(OC(F)(F)C(F)F)c1, O=S(Cl)Cl. Yields the product O=C(Cl)c1cccc(OC(F)(F)C(F)F)c1. Reaction SMILES: [Cl:21][CH2:22][CH2:23][Cl:24].[F:5][C:6]([CH:7]([F:8])[F:9])([O:10][c:11]1[cH:12][c:13]([C:14](=[O:15])[OH:16])[cH:17][cH:18][cH:19]1)[F:20].[S:1]([Cl:2])([Cl:3])=[O:4]>>[Cl:3][C:14]([c:13]1[cH:12][c:11]([O:10][C:6]([F:5])([CH:7]([F:8])[F:9])[F:20])[cH:19][cH:18][cH:17]1)=[O:15]. Reactants: [N+](=O)([O-])C1=CC=C(C(=O)N2CCC=3N(C4=C2C=CC=C4)C=CC3)C=C1 (6,7-dihydro-5-(4-nitrobenzoyl)-5H-pyrrolo[1,2-a][1,5]benzodiazepine), C(C)O (ethyl alcohol). Reagents/catalysts: [Pd] (Pd/C). Solvent: C(C)(=O)OCC (ethyl acetate). Run at time 5 hour. Yields the product NC1=CC=C(C(=O)N2CCC=3N(C4=C2C=CC=C4)C=CC3)C=C1 (6,7-Dihydro-5-(4-aminobenzoyl)-5H-pyrrolo[1,2-a][1,5]benzodiazepine). Reaction SMILES: [N+:1]([C:4]1[CH:25]=[CH:24][C:7]([C:8]([N:10]2[C:16]3[CH:17]=[CH:18][CH:19]=[CH:20][C:15]=3[N:14]3[CH:21]=[CH:22][CH:23]=[C:13]3[CH2:12][CH2:11]2)=[O:9])=[CH:6][CH:5]=1)([O-])=O.C(O)C>[Pd].C(OCC)(=O)C>[NH2:1][C:4]1[CH:5]=[CH:6][C:7]([C:8]([N:10]2[C:16]3[CH:17]=[CH:18][CH:19]=[CH:20][C:15]=3[N:14]3[CH:21]=[CH:22][CH:23]=[C:13]3[CH2:12][CH2:11]2)=[O:9])=[CH:24][CH:25]=1. Reported procedure: A mixture of 2.0 g of 6,7-dihydro-5-(4-nitrobenzoyl)-5H-pyrrolo[1,2-a][1,5]benzodiazepine, 20 ml of ethyl alcohol and 20 ml of ethyl acetate containing 0.2 g of 10% Pd/C is hydrogenated for 5 hours. The reaction mixture is filtered through a pad of diatomaceous earth. The filtrate is concentrated in vacuo to a solid which is purified by flash chromatography on silica gel to give the desired product.